This data is from the Open Reaction Database (ORD), a public repository of structured organic reaction records. The task is: describe an organic reaction: reactants, conditions, products, and yield The reactants are NC=1C=NC2=CC=CC=C2C1S (3-amino-4-mercapto-quinoline), C(CC)(=O)OC(CC)=O (propionic anhydride), [OH-].[Na+] (sodium hydroxide). Run in Cl (hydrochloric acid). Yields the product C(C)C=1SC2=C(C=NC=3C=CC=CC23)N1 (2-ethylthiazolo[4,5-c]quinoline). The yield is 90.0%. Reaction SMILES: [NH2:1][C:2]1[CH:3]=[N:4][C:5]2[C:10]([C:11]=1[SH:12])=[CH:9][CH:8]=[CH:7][CH:6]=2.[C:13](OC(=O)CC)(=O)[CH2:14][CH3:15].[OH-].[Na+]>Cl>[CH2:14]([C:15]1[S:12][C:11]2[C:10]3[CH:9]=[CH:8][CH:7]=[CH:6][C:5]=3[N:4]=[CH:3][C:2]=2[N:1]=1)[CH3:13] |f:2.3|. Procedure: A mixture of 17.62 g (0.1 mole) of 3-amino-4-mercapto-quinoline and 85 ml of propionic anhydride is first slowly heated to boiling and then refluxed for one hour and a half. The reaction mixture is added dropwise to 800 ml of 1% aqueous hydrochloric acid under vigorous stirring. The homogenous solution is made alkaline to pH 10 by adding sodium hydroxide solution and extracted three times with 200 ml of benzene each. The benzene solution is evaporated. Thus 19.26 g of 2-ethylthiazolo[4,5-c]quino... The reactants are ClC1=C2C(=NC=C1)SC=C2C2=CC(=CC=C2)OC (4-chloro-3-[3-(methyloxy)phenyl]thieno[2,3-b]pyridine), ClC=1C=C(C=CC1)S(=O)(=O)N (3-chlorobenzensulfonamide), CC1(C2=C(C(=CC=C2)P(C3=CC=CC=C3)C4=CC=CC=C4)OC5=C(C=CC=C51)P(C6=CC=CC=C6)C7=CC=CC=C7)C (xantphos), C(=O)([O-])[O-].[Cs+].[Cs+] (Cs2CO3). The reagents and catalysts are C(C)(=O)[O-].[Pd+2].C(C)(=O)[O-] (palladium(II) acetate). Run in O1CCOCC1 (1,4-dioxane). Reaction conditions: temperature 150 celsius. The product is ClC=1C=C(C=CC1)S(=O)(=O)NC1=C2C(=NC=C1)SC=C2C2=CC(=CC=C2)OC (3-Chloro-N-{3-[3-(methyloxy)phenyl]thieno[2,3-b]pyridin-4-yl}benzenesulfonamide). Isolated yield 46.0%. Reaction SMILES: Cl[C:2]1[CH:7]=[CH:6][N:5]=[C:4]2[S:8][CH:9]=[C:10]([C:11]3[CH:16]=[CH:15][CH:14]=[C:13]([O:17][CH3:18])[CH:12]=3)[C:3]=12.[Cl:19][C:20]1[CH:21]=[C:22]([S:26]([NH2:29])(=[O:28])=[O:27])[CH:23]=[CH:24][CH:25]=1.CC1(C)C2C(=C(P(C3C=CC=CC=3)C3C=CC=CC=3)C=CC=2)OC2C(P(C3C=CC=CC=3)C3C=CC=CC=3)=CC=CC1=2.C([O-])([O-])=O.[Cs+].[Cs+]>O1CCOCC1.C([O-])(=O)C.[Pd+2].C([O-])(=O)C>[Cl:19][C:20]1[CH:21]=[C:22]([S:26]([NH:29][C:2]2[CH:7]=[CH:6][N:5]=[C:4]3[S:8][CH:9]=[C:10]([C:11]4[CH:16]=[CH:15][CH:14]=[C:13]([O:17][CH3:18])[CH:12]=4)[C:3]=23)(=[O:27])=[O:28])[CH:23]=[CH:24][CH:25]=1 |f:3.4.5,7.8.9|. Procedure: A mixture of 4-chloro-3-[3-(methyloxy)phenyl]thieno[2,3-b]pyridine (Description 43) (100 mg, 0.363 mmol), 3-chlorobenzensulfonamide (90 mg, 0.471 mmol), palladium(II) acetate (8.14 mg, 0.036 mmol), xantphos (42.0 mg, 0.073 mmol), and Cs2CO3 (236 mg, 0.725 mmol) in 1,4-dioxane (3.6 mL) was degassed with nitrogen for 5 min. The mixture was heated at 150° C. for 45 min in a microwave and then poured into water (50 mL) and extracted with DCM (30 mL×4). The organic layers were combined, washed with b... Starting materials: c1ccc2oc(N3CCNCC3)nc2c1, O=C(O)C1CN(S(=O)(=O)c2ccccc2)C(=O)N1c1ccccc1Cl. Product: O=C(C1CN(S(=O)(=O)c2ccccc2)C(=O)N1c1ccccc1Cl)N1CCN(c2nc3ccccc3o2)CC1. Reaction SMILES: [N:26]1([c:32]2[o:33][c:34]3[c:35]([n:36]2)[cH:37][cH:38][cH:39][cH:40]3)[CH2:27][CH2:28][NH:29][CH2:30][CH2:31]1.[c:1]1([S:7](=[O:8])(=[O:9])[N:10]2[C:11](=[O:25])[N:12]([c:18]3[c:19]([Cl:24])[cH:20][cH:21][cH:22][cH:23]3)[CH:13]([C:15](=[O:16])[OH:17])[CH2:14]2)[cH:2][cH:3][cH:4][cH:5][cH:6]1>>[c:1]1([S:7](=[O:8])(=[O:9])[N:10]2[C:11](=[O:25])[N:12]([c:18]3[c:19]([Cl:24])[cH:20][cH:21][cH:22][cH:23]3)[CH:13]([C:15](=[O:16])[N:29]3[CH2:28][CH2:27][N:26]([c:32]4[o:33][c:34]5[c:35]([n:36]4)[cH:37][cH:38][cH:39][cH:40]5)[CH2:31][CH2:30]3)[CH2:14]2)[cH:2][cH:3][cH:4][cH:5][cH:6]1. The reactants are Cc1ccccc1, O=C(c1ccc(F)cc1)N1CC1, c1ccc2oc(NC3CCNCC3)nc2c1. Product: O=C(NCCN1CCC(Nc2nc3ccccc3o2)CC1)c1ccc(F)cc1. Reaction SMILES: [CH3:29][c:30]1[cH:31][cH:32][cH:33][cH:34][cH:35]1.[F:1][c:2]1[cH:3][cH:4][c:5]([C:6](=[O:7])[N:8]2[CH2:9][CH2:10]2)[cH:11][cH:12]1.[NH:13]1[CH2:14][CH2:15][CH:16]([NH:19][c:20]2[o:21][c:22]3[c:23]([n:24]2)[cH:25][cH:26][cH:27][cH:28]3)[CH2:17][CH2:18]1>>[F:1][c:2]1[cH:3][cH:4][c:5]([C:6](=[O:7])[NH:8][CH2:10][CH2:9][N:13]2[CH2:14][CH2:15][CH:16]([NH:19][c:20]3[o:21][c:22]4[c:23]([n:24]3)[cH:25][cH:26][cH:27][cH:28]4)[CH2:17][CH2:18]2)[cH:11][cH:12]1. Reactants: aqueous solution, S(=S)(=O)([O-])[O-].[Na+].[Na+] (sodium thiosulfate), CC(=O)C (Acetone), C[N+]1(CCOCC1)[O-] (N-methyl-morpholine oxide), C(C)(C)(C)OC(=O)N1CC2=C(CC1)N=C(O2)\C=C\C2=CC=CC=C2 (5-(tert-butoxy-carbonyl)-2-(trans-styryl)-4,5,6,7-tetrahydrooxazolo-[5,4-c]pyridine). The reagents and catalysts are [Os](=O)(=O)(=O)=O (osmium tetroxide). Solvent: C(C)(=O)OCC (Ethyl acetate), O1CCCC1 (tetrahydrofuran), O (water). Run at time 8 hour. Yields the product C(C)(C)(C)OC(=O)N1CC2=C(CC1)N=C(O2)C=O (5-(tert-Butoxycarbonyl)-2-formyl-4,5,6,7-tetrahydrooxazolo[5,4-c]pyridine). RXN SMILES: CC(C)=[O:3].C[N+]1([O-])CCOCC1.[C:13]([O:17][C:18]([N:20]1[CH2:25][CH2:24][C:23]2[N:26]=[C:27](/[CH:29]=C/C3C=CC=CC=3)[O:28][C:22]=2[CH2:21]1)=[O:19])([CH3:16])([CH3:15])[CH3:14].S([O-])([O-])(=O)=S.[Na+].[Na+]>O1CCCC1.[Os](=O)(=O)(=O)=O.C(OCC)(=O)C.O>[C:13]([O:17][C:18]([N:20]1[CH2:25][CH2:24][C:23]2[N:26]=[C:27]([CH:29]=[O:3])[O:28][C:22]=2[CH2:21]1)=[O:19])([CH3:14])([CH3:15])[CH3:16] |f:3.4.5|. Procedure: Acetone (8.0 ml), water (4.0 ml), N-methyl-morpholine oxide (577 mg) and osmium tetroxide (0.039 M, 3.20 ml) were added to a solution of 5-(tert-butoxy-carbonyl)-2-(trans-styryl)-4,5,6,7-tetrahydrooxazolo-[5,4-c]pyridine (803 mg) in tetrahydrofuran (16 ml) at room temperature, and the mixture was stirred overnight. Ethyl acetate (50 ml) and a 10% aqueous solution (50 ml) of sodium thiosulfate were added to the reaction mixture to separate an organic layer. The water layer was then extracted with... The reactants are C(C1=CC=CC=C1)OC1=CC=C(C=C1)\C=C\C(F)(F)F ((E)-1-(benzyloxy)-4-(3,3,3-trifluoroprop-1-enyl)benzene). Reagents/catalysts: [Pd] (palladium on carbon). Run in CO (MeOH), C1CCOC1 (THF), C(Cl)Cl (CH2Cl2). Yields the product FC(CCC1=CC=C(C=C1)O)(F)F (4-(3,3,3-trifluoropropyl)phenol). Isolated yield 72.5%. Reaction SMILES: C([O:8][C:9]1[CH:14]=[CH:13][C:12](/[CH:15]=[CH:16]/[C:17]([F:20])([F:19])[F:18])=[CH:11][CH:10]=1)C1C=CC=CC=1>[Pd].CO.C1COCC1.C(Cl)Cl>[F:18][C:17]([F:19])([F:20])[CH2:16][CH2:15][C:12]1[CH:13]=[CH:14][C:9]([OH:8])=[CH:10][CH:11]=1. Reported procedure: A solution of (E)-1-(benzyloxy)-4-(3,3,3-trifluoroprop-1-enyl)benzene (305 mg, 1.096 mmol) and palladium on carbon (305 mg, 10 wt. %, wet, Aldrich) in MeOH (15 mL) and THF (5 mL) was placed under hydrogen (1 Atm) for 4 hrs. The resulting mixture was diluted with CH2Cl2 and filtered through a pad of CELITE® 545 filter aid. The filtrate was evaporated under reduced pressure and then purified by flash chromatography on silica gel (0 to 30% EtOAc/hexanes) to yield the title compound (151 mg, 72%) as... Reactants: 23, COC(=N)N (0-methylisourea), COC(=O)P(OC)(OC)=O (dimethyl methoxycarbonylphosphonate). Run in O1CCCC1 (tetrahydrofuran). Yields the product NC(OC)=NC(=O)P(OC)(OC)=O (dimethyl 1-amino-1-methoxy-methyleneaminocarbonylphosphonate). RXN SMILES: [CH3:1][O:2][C:3]([NH2:5])=[NH:4].C[O:7][C:8]([P:10](=[O:15])([O:13][CH3:14])[O:11][CH3:12])=O>O1CCCC1>[NH2:4][C:3](=[N:5][C:8]([P:10](=[O:15])([O:13][CH3:14])[O:11][CH3:12])=[O:7])[O:2][CH3:1]. Procedure: a mixture of 23 parts of 0-methylisourea and 54 parts of dimethyl methoxycarbonylphosphonate in 1000 parts of anhydrous tetrahydrofuran was refluxed for one hour. The solvent was removed to give dimethyl 1-amino-1-methoxy-methyleneaminocarbonylphosphonate, nD27 = 1.4774.